Dataset: the Open Reaction Database (ORD), a public repository of structured organic reaction records. Task: describe an organic reaction: reactants, conditions, products, and yield Starting materials: C(C)(C)(C)OC(=O)N[C@H]1[C@@H]2N(C(=C(CS2)COC(C2=C(C=CC=C2)S(NC(=O)OCC)(=O)=O)=O)C(=O)O)C1=O (7β-(t-Butoxycarbonyl)amino-3-[2-(N-carboethoxysulfamoyl)benzoyloxy]methyl-3-cephem-4-carboxylic acid), CCOCC (ether). Solvent: FC(C(=O)O)(F)F (trifluoroacetic acid), FC(C(=O)O)(F)F (trifluoroacetic acid). Reaction conditions: time 20 minute. Yields the product N[C@H]1[C@@H]2N(C(=C(CS2)COC(C2=C(C=CC=C2)S(NC(=O)OCC)(=O)=O)=O)C(=O)O)C1=O (7β-amino-3-[2-(N-carboethoxysulfamoyl)benzoyloxy]methyl-3-cephem-4-carboxylic acid). Isolated yield 85.0%. RXN SMILES: C(OC([NH:8][C@@H:9]1[C:38](=[O:39])[N:11]2[C:12]([C:35]([OH:37])=[O:36])=[C:13]([CH2:16][O:17][C:18](=[O:34])[C:19]3[CH:24]=[CH:23][CH:22]=[CH:21][C:20]=3[S:25](=[O:33])(=[O:32])[NH:26][C:27]([O:29][CH2:30][CH3:31])=[O:28])[CH2:14][S:15][C@H:10]12)=O)(C)(C)C.CCOCC>FC(F)(F)C(O)=O>[NH2:8][C@@H:9]1[C:38](=[O:39])[N:11]2[C:12]([C:35]([OH:37])=[O:36])=[C:13]([CH2:16][O:17][C:18](=[O:34])[C:19]3[CH:24]=[CH:23][CH:22]=[CH:21][C:20]=3[S:25](=[O:33])(=[O:32])[NH:26][C:27]([O:29][CH2:30][CH3:31])=[O:28])[CH2:14][S:15][C@H:10]12. Procedure: 7β-(t-Butoxycarbonyl)amino-3-[2-(N-carboethoxysulfamoyl)benzoyloxy]methyl-3-cephem-4-carboxylic acid (2.2 g) is dissolved in ice cooled solution of trifluoroacetic acid (20 ml) and the mixture is stirred for 20 minutes. Then, trifluoroacetic acid is taken off under reduced pressure and viscous residue is obtained. The residue becomes solid upon addition of ether (50 ml). The solid is triturated, collected by filtration, washed with ether and dried over phosphorus pentoxide. The procedure provide... Reactants: CC(=O)Cl, CC(=O)OC(C)=O, Nc1nc(Cl)cc(Cl)n1. Yields the product CC(=O)Nc1nc(Cl)cc(Cl)n1. RXN SMILES: [CH3:17][C:18](=[O:19])[Cl:20].[CH3:1][C:2]([O:3][C:5]([CH3:6])=[O:7])=[O:4].[NH2:8][c:9]1[n:10][c:11]([Cl:16])[cH:12][c:13]([Cl:15])[n:14]1>>[C:5]([CH3:6])(=[O:7])[NH:8][c:9]1[n:10][c:11]([Cl:16])[cH:12][c:13]([Cl:15])[n:14]1. Starting materials: S(=O)(Cl)Cl (thionyl chloride), C(C)OC1=CC=C(C=C1)C=1C=CC2=C(C=C(CCO2)C(=O)NC2=CC=C(C=C2)CO)C1 (7-(4-ethoxyphenyl)-N-(4-hydroxymethylphenyl)-2,3-dihydro-1-benzoxepine-4-carboxamide), O (water). Reagents/catalysts: N1=CC=CC=C1 (pyridine). Run in C(C)(=O)OCC (ethyl acetate), C(Cl)(Cl)Cl (chloroform), C1CCOC1 (THF). Reaction conditions: time 20 hour. Yields the product ClCC1=CC=C(C=C1)NC(=O)C=1CCOC2=C(C1)C=C(C=C2)C2=CC=C(C=C2)OCC (N-(4-chloromethylphenyl)-7-(4-ethoxyphenyl)-2,3-dihydro-1-benzoxepine-4-carboxamide). RXN SMILES: [CH2:1]([O:3][C:4]1[CH:9]=[CH:8][C:7]([C:10]2[CH:11]=[CH:12][C:13]3[O:19][CH2:18][CH2:17][C:16]([C:20]([NH:22][C:23]4[CH:28]=[CH:27][C:26]([CH2:29]O)=[CH:25][CH:24]=4)=[O:21])=[CH:15][C:14]=3[CH:31]=2)=[CH:6][CH:5]=1)[CH3:2].S(Cl)([Cl:34])=O.O>N1C=CC=CC=1.C(Cl)(Cl)Cl.C1COCC1.C(OCC)(=O)C>[Cl:34][CH2:29][C:26]1[CH:27]=[CH:28][C:23]([NH:22][C:20]([C:16]2[CH2:17][CH2:18][O:19][C:13]3[CH:12]=[CH:11][C:10]([C:7]4[CH:8]=[CH:9][C:4]([O:3][CH2:1][CH3:2])=[CH:5][CH:6]=4)=[CH:31][C:14]=3[CH:15]=2)=[O:21])=[CH:24][CH:25]=1. Procedure: To a suspension of 7-(4-ethoxyphenyl)-N-(4-hydroxymethylphenyl)-2,3-dihydro-1-benzoxepine-4-carboxamide (2.55 g) and pyridine (2 drops) in chloroform (50 ml) was added thionyl chloride (0.8 ml) at room temperature, and the mixture was stirred for 20 hours. To the reaction mixture was added water and then THF, and the mixture was extracted with ethyl acetate. The organic layer was washed with saturated sodium chloride solution, dried with magnesium sulfate and concentrated under reduced pressure ...